This data is from the Open Reaction Database (ORD), a public repository of structured organic reaction records. The task is: describe an organic reaction: reactants, conditions, products, and yield The reactants are NC1=C(C=CC(=C1)CCC)S (2-amino-4-propylbenzenethiol), S(=O)([O-])S(=O)[O-].[Na+].[Na+] (sodium hydrosulfite), BrC1=C(C(=O)O)C=CC=C1[N+](=O)[O-] (2-bromo-3-nitrobenzoic acid), C([O-])([O-])=O.[K+].[K+] (potassium carbonate). Solvent: C(C)(=O)O (acetic acid), CN(C=O)C (dimethylformamide). The product is C(CC)C1=CC=C2SC=3C=CC=C(C3NC2=C1)C(=O)O (8-propylphenothiazine-1-carboxylic acid). RXN SMILES: [NH2:1][C:2]1[CH:7]=[C:6]([CH2:8][CH2:9][CH3:10])[CH:5]=[CH:4][C:3]=1[SH:11].Br[C:13]1[C:21]([N+]([O-])=O)=[CH:20][CH:19]=[CH:18][C:14]=1[C:15]([OH:17])=[O:16].C(=O)([O-])[O-].[K+].[K+].S(S([O-])=O)([O-])=O.[Na+].[Na+]>C(O)(=O)C.CN(C)C=O>[CH2:8]([C:6]1[CH:7]=[C:2]2[C:3]([S:11][C:19]3[CH:20]=[CH:21][CH:13]=[C:14]([C:15]([OH:17])=[O:16])[C:18]=3[NH:1]2)=[CH:4][CH:5]=1)[CH2:9][CH3:10] |f:2.3.4,5.6.7|. Procedure: A mixture of 11.7 g. (0.07 mol.) of 2-amino-4-propylbenzenethiol, 17.4 g. (0.07 mol.) of 2-bromo-3-nitrobenzoic acid, 38.7 g. (0.28 mol.) of anhydrous potassium carbonate and 6 g. (0.03 mol.) of sodium hydrosulfite in 125 ml. of dimethylformamide is stirred and heated for two hours at 125°-130°. The reaction mixture is cooled and stirred into 1000 ml. of dilute acetic acid. The solid that separates is collected, washed with water and dried to give 8-propylphenothiazine-1-carboxylic acid. The reactants are OCC1(CCC1)CNC(OC(C)(C)C)=O (tert-butyl {[1-(hydroxymethyl)cyclobutyl]methyl}carbamate), N1C(=CC2=CC=C(C=C12)C(=O)OCC)C(=O)OCC (diethyl 1H-indole-2,6-dicarboxylate), C1(=CC=CC=C1)P(C1=CC=CC=C1)C1=CC=CC=C1 (triphenylphosphine), N(=NC(=O)OC(C)C)C(=O)OC(C)C (diisopropyl azodicarboxylate). The solvent is C1CCOC1 (THF). Conditions: time 60 hour. The product is C(C)(C)(C)OC(=O)NCC1(CCC1)CN1C(=CC2=CC=C(C=C12)C(=O)OCC)C(=O)OCC (diethyl 1-[(1-{[(tert-butoxycarbonyl)amino]methyl}cyclobutyl)methyl]-1H-indole-2,6-dicarboxylate). RXN SMILES: O[CH2:2][C:3]1([CH2:7][NH:8][C:9](=[O:15])[O:10][C:11]([CH3:14])([CH3:13])[CH3:12])[CH2:6][CH2:5][CH2:4]1.[NH:16]1[C:24]2[C:19](=[CH:20][CH:21]=[C:22]([C:25]([O:27][CH2:28][CH3:29])=[O:26])[CH:23]=2)[CH:18]=[C:17]1[C:30]([O:32][CH2:33][CH3:34])=[O:31].C1(P(C2C=CC=CC=2)C2C=CC=CC=2)C=CC=CC=1.N(C(OC(C)C)=O)=NC(OC(C)C)=O>C1COCC1>[C:11]([O:10][C:9]([NH:8][CH2:7][C:3]1([CH2:2][N:16]2[C:24]3[C:19](=[CH:20][CH:21]=[C:22]([C:25]([O:27][CH2:28][CH3:29])=[O:26])[CH:23]=3)[CH:18]=[C:17]2[C:30]([O:32][CH2:33][CH3:34])=[O:31])[CH2:6][CH2:5][CH2:4]1)=[O:15])([CH3:14])([CH3:13])[CH3:12]. Procedure details: To a solution of tert-butyl {[1-(hydroxymethyl)cyclobutyl]methyl}carbamate (12 g, 55.76 mmol), diethyl 1H-indole-2,6-dicarboxylate (14.56 g, 55.76 mmol) and triphenylphosphine (29.2 g, 111.5 mmol.) in THF (110 mL) is added diisopropyl azodicarboxylate (22.41 mL, 111.5 mmol) at room temperature and the reaction mixture is stirred for 60 h. The solvent is evaporated and the residue is purified by flash column chromatography using 12% EtOAc in petroleum ether to afford diethyl 1-[(1-{[(tert-butoxyc... Reactants: IC1=NN(C=C1C(C)=O)C(C)C (1-(3-iodo-1-isopropyl-1H-pyrazol-4-yl)ethanone), COC(N(C)C)OC (N,N-dimethylformamide dimethyl acetal). Run at temperature 155 celsius. The product is CN(C=CC(=O)C=1C(=NN(C1)C(C)C)I)C (3-(Dimethylamino)-1-(3-iodo-1-isopropyl-1H-pyrazol-4-yl)prop-2-en-1-one). As a reaction SMILES: [I:1][C:2]1[C:6]([C:7](=[O:9])[CH3:8])=[CH:5][N:4]([CH:10]([CH3:12])[CH3:11])[N:3]=1.CO[CH:15](OC)[N:16]([CH3:18])[CH3:17]>>[CH3:15][N:16]([CH3:18])[CH:17]=[CH:8][C:7]([C:6]1[C:2]([I:1])=[N:3][N:4]([CH:10]([CH3:12])[CH3:11])[CH:5]=1)=[O:9]. Procedure details: A mixture of Intermediate 1-(3-iodo-1-isopropyl-1H-pyrazol-4-yl)ethanone (5.0 g, 18.0 mmol) and N,N-dimethylformamide dimethyl acetal (50 mL) was heated at 155° C. for 20 h. The mixture was concentrated under vacuum to provide the crude title compound. MS m/z 334.0 (M+1). The reactants are N12CCCN=C2CCC1 (1,5-diazabicyclo[4.3.0]non-5-ene), O=C1C(CC2=CC(=C(C(=C12)Cl)Cl)OCC(=O)O)(C(C)C)Br ((1-Oxo-2-bromo-2-isopropyl-6,7-dichloro-5-indanyloxy)acetic acid), O (water). The solvent is CS(=O)C (dimethyl sulfoxide). Product: O=C1C(=CC2=CC(=C(C(=C12)Cl)Cl)OCC(=O)O)C(C)C ((1-oxo-2-isopropyl-6,7-dichloroinden-5-yloxy)acetic acid). The yield is 69.2%. RXN SMILES: [O:1]=[C:2]1[C:10]2[C:5](=[CH:6][C:7]([O:13][CH2:14][C:15]([OH:17])=[O:16])=[C:8]([Cl:12])[C:9]=2[Cl:11])[CH2:4][C:3]1(Br)[CH:18]([CH3:20])[CH3:19].N12CCCC1=NCCC2.O>CS(C)=O>[O:1]=[C:2]1[C:10]2[C:5](=[CH:6][C:7]([O:13][CH2:14][C:15]([OH:17])=[O:16])=[C:8]([Cl:12])[C:9]=2[Cl:11])[CH:4]=[C:3]1[CH:18]([CH3:20])[CH3:19]. Procedure: (1-Oxo-2-bromo-2-isopropyl-6,7-dichloro-5-indanyloxy)acetic acid (17.3 g., 0.044 mole) is dissolved in dimethyl sulfoxide (DMSO, 100 ml.) stirred under nitrogen and 1,5-diazabicyclo[4.3.0]non-5-ene (DBN) (13 g.) is added dropwise. When the exothermic reaction ceases, the mixture is stored at 20°-25°C. for 1 1/2 hours and then poured into water (1.5 l.). The precipitate is recrystallized from acetic acid-water (1:1) to afford (1-oxo-2-isopropyl-6,7-dichloroinden-5-yloxy)acetic acid (9.6 g.), m.p....